This data is from the Open Reaction Database (ORD), a public repository of structured organic reaction records. The task is: describe an organic reaction: reactants, conditions, products, and yield The reactants are C(C1=CC=CC=C1)OC=1C=C2CCC(CC2=CC1)C(=O)O (6-Benzyloxy-1,2,3,4-tetrahydro-naphthalene-2-carboxylic Acid), C[C@H](CCCCCC)O ((R)-2-octanol), CN(C)C1=NC=CC=C1 (DMAP). The solvent is C1CCOC1 (THF), C(C)(C)N=C=NC(C)C (DIC). Run at time 24 hour. Yields the product C[C@@H](CCCCCC)OC(=O)C1CC2=CC=C(C=C2CC1)OCC1=CC=CC=C1 (6-Benzyloxy-1,2,3,4-tetrahydro-naphthalene-2-carboxylic Acid (1S)-1-Methylheptyl Ester). Isolated yield 53.0%. Reaction SMILES: [CH2:1]([O:8][C:9]1[CH:10]=[C:11]2[C:16](=[CH:17][CH:18]=1)[CH2:15][CH:14]([C:19]([OH:21])=[O:20])[CH2:13][CH2:12]2)[C:2]1[CH:7]=[CH:6][CH:5]=[CH:4][CH:3]=1.[CH3:22][C@@H:23](O)[CH2:24][CH2:25][CH2:26][CH2:27][CH2:28][CH3:29].CN(C1C=CC=CN=1)C>C1COCC1.C(N=C=NC(C)C)(C)C>[CH3:22][C@H:23]([O:20][C:19]([CH:14]1[CH2:13][CH2:12][C:11]2[C:16](=[CH:17][CH:18]=[C:9]([O:8][CH2:1][C:2]3[CH:3]=[CH:4][CH:5]=[CH:6][CH:7]=3)[CH:10]=2)[CH2:15]1)=[O:21])[CH2:24][CH2:25][CH2:26][CH2:27][CH2:28][CH3:29]. Procedure details: To a solution of 6-benzyloxy-1,2,3,4-tetrahydro-naphthalene-2-carboxylic acid (31) (1 equi.), (R)-1-methylheptyl-1-ol (13) (1 equi.), and DMAP (dimethylaminopyridine) (0.1 equi.) in THF (25 mL/mmole), DIC (diisopropyl carbodiimide) (1.2 equi.) was added at room temperature. The reaction mixture was stirred at that temperature for 24 h, quenched with water, extracted with ethyl acetate:hexane(1:1), washed with brine, dried over MgSO4, and concentrated in vacuo. Purification by chromatography on s...